This data is from the Open Reaction Database (ORD), a public repository of structured organic reaction records. The task is: describe an organic reaction: reactants, conditions, products, and yield Yields the product BrC=1C(=CC(=NC1)OCC1=CC=C(C=C1)OC)OCC (5-bromo-4-ethoxy-2-((4-methoxybenzyl)oxy)pyridine). Reactants: BrC=1C(=CC(=NC1)Cl)OCC (5-bromo-2-chloro-4-ethoxypyridine), C(=O)([O-])[O-].[Cs+].[Cs+] (Cs2CO3), COC1=CC=C(C=C1)CO ((4-methoxyphenyl)methanol). The yield is 37.2%. Reaction conditions: temperature 120 celsius, time 12 hour. Reported procedure: A mixture of 5-bromo-2-chloro-4-ethoxypyridine (8 g, 33.8 mmol), Cs2CO3 (33.1 g, 101 mmol) and (4-methoxyphenyl)methanol (5.37 g, 38.9 mmol) in DMF (100 mL) was stirred at 120° C. for 12 h. The mixture was then concentrated. The residue was added to DCM (150 mL). The mixture was filtered and the filtrate was concentrated. The crude material was purified by silica column chromatography (PE/EA=8:1). All fractions found to contain product by TLC (PE/EA=5:1, Rf=0.4) were combined and concentrated to... Reaction SMILES: [Br:1][C:2]1[C:3]([O:9][CH2:10][CH3:11])=[CH:4][C:5](Cl)=[N:6][CH:7]=1.C([O-])([O-])=O.[Cs+].[Cs+].[CH3:18][O:19][C:20]1[CH:25]=[CH:24][C:23]([CH2:26][OH:27])=[CH:22][CH:21]=1>CN(C=O)C>[Br:1][C:2]1[C:3]([O:9][CH2:10][CH3:11])=[CH:4][C:5]([O:27][CH2:26][C:23]2[CH:24]=[CH:25][C:20]([O:19][CH3:18])=[CH:21][CH:22]=2)=[N:6][CH:7]=1 |f:1.2.3|. Solvent: CN(C)C=O (DMF). The reactants are BrC(C(=O)OC)C1=CC=C(C=C1)OC1=CC=C(C=C1)C(C)(C)C (methyl α-bromo-α-[p-(p-tert-butylphenoxy)phenyl]acetate), C(C)(C)(C)C=1C=C(C=CC1)O (m-tert-butylphenol). The product is C(C)(C)(C)C=1C=C(OC(C(=O)OC)C2=CC=C(C=C2)OC2=CC=C(C=C2)C(C)(C)C)C=CC1 (Methyl α-(m-tert-butylphenoxy)-α-[p-(p-tert-butylphenoxy)phenyl]acetate). Yield: 82.9%. Reaction SMILES: Br[CH:2]([C:7]1[CH:12]=[CH:11][C:10]([O:13][C:14]2[CH:19]=[CH:18][C:17]([C:20]([CH3:23])([CH3:22])[CH3:21])=[CH:16][CH:15]=2)=[CH:9][CH:8]=1)[C:3]([O:5][CH3:6])=[O:4].[C:24]([C:28]1[CH:29]=[C:30]([OH:34])[CH:31]=[CH:32][CH:33]=1)([CH3:27])([CH3:26])[CH3:25]>>[C:24]([C:28]1[CH:29]=[C:30]([CH:31]=[CH:32][CH:33]=1)[O:34][CH:2]([C:7]1[CH:12]=[CH:11][C:10]([O:13][C:14]2[CH:19]=[CH:18][C:17]([C:20]([CH3:23])([CH3:22])[CH3:21])=[CH:16][CH:15]=2)=[CH:9][CH:8]=1)[C:3]([O:5][CH3:6])=[O:4])([CH3:27])([CH3:25])[CH3:26]. Procedure: In a manner similar to Example 16, 7.54 g of methyl α-bromo-α-[p-(p-tert-butylphenoxy)phenyl]acetate was treated with 3.75 g of m-tert-butylphenol to yield 7.4 g of product as a pale yellow glass.